Dataset: the Open Reaction Database (ORD), a public repository of structured organic reaction records. Task: describe an organic reaction: reactants, conditions, products, and yield The reactants are NC=1NC2=C(N1)C=CC=C2 (2-aminobenzimidazole), C(CC)N=C=O (propyl isocyanate), CC(=O)C (acetone). The product is CC1(N=C2N(C3=C(N2C(N1CCC)=O)C=CC=C3)C(=O)NCCC)C (2,2-Dimethyl-N,3-dipropyl-4-oxo-2,3,4,10-tetrahydro-1,3,5-triazino[1,2-a]benzimidazole-10-carboxamide). Reaction SMILES: [NH2:1][C:2]1[NH:3][C:4]2[CH:10]=[CH:9][CH:8]=[CH:7][C:5]=2[N:6]=1.[CH2:11]([N:14]=[C:15]=[O:16])[CH2:12][CH3:13].[CH3:17][C:18]([CH3:20])=O>>[CH3:17][C:18]1([CH3:20])[N:14]([CH2:11][CH2:12][CH3:13])[C:15](=[O:16])[N:6]2[C:2]([N:3]([C:15]([NH:14][CH2:11][CH2:12][CH3:13])=[O:16])[C:4]3[CH:10]=[CH:9][CH:8]=[CH:7][C:5]=32)=[N:1]1. Reported procedure: The subject compound was prepared by reaction of 2-aminobenzimidazole, acetone and propyl isocyanate with workup all essentially as described in the first paragraph of Example 1. The product was purified by column chromatography on silica, eluting with chloroform, giving, on evaporation, white crystals, mp 72°-74° C. The confirmatory elemental analysis is shown in Table III.